This data is from the Open Reaction Database (ORD), a public repository of structured organic reaction records. The task is: describe an organic reaction: reactants, conditions, products, and yield Reactants: C(C)OC1=C(C=CC(=C1)[C@H]1[C@H](CC=CC1)[N+](=O)[O-])OC ((+/−)-cis-2-ethoxy-1-methoxy-4-(2-nitrocyclohex-4-enyl)benzene), C(C)OC1=C(C=CC(=C1)[C@H]1[C@H](CC=CC1)[N+](=O)[O-])OC ((+/−)-cis-2-ethoxy-1-methoxy-4-(2-nitrocyclohex-4-enyl)benzene), [H][H] (hydrogen). Product: C(C)OC1=C(C=CC(=C1)[C@H]1[C@H](CCCC1)N)OC ((+/−)-cis-2-Ethoxy-1-methoxy-4-(2-aminocyclo-hexyl)benzene). RXN SMILES: [CH2:1]([O:3][C:4]1[CH:9]=[C:8]([C@@H:10]2[CH2:15][CH:14]=[CH:13][CH2:12][C@@H:11]2[N+:16]([O-])=O)[CH:7]=[CH:6][C:5]=1[O:19][CH3:20])[CH3:2].[H][H]>C(O)C.O1CCCC1.[Ni]>[CH2:1]([O:3][C:4]1[CH:9]=[C:8]([C@@H:10]2[CH2:15][CH2:14][CH2:13][CH2:12][C@@H:11]2[NH2:16])[CH:7]=[CH:6][C:5]=1[O:19][CH3:20])[CH3:2]. Reagents/catalysts: [Ni] (Raney nickel). The solvent is O1CCCC1 (tetrahydrofuran), C(C)O (ethanol). Procedure: 40.0 g of (+/−)-cis-2-ethoxy-1-methoxy-4-(2-nitrocyclohex-4-enyl)benzene (compound C1) are dissolved in 1000 ml of ethanol and 500 ml of tetrahydrofuran, treated with 10 g of Raney nickel and hydrogenated at a hydrogen pressure of 100 bar for 4 days in an autoclave. After filtration and removal of the solvent in vacuo, 35.9 g of the title compound are obtained as a solidifying oil. The reactants are C1(=CC=CC=C1)N1N=CC=C1C1=NN(C=CC1=O)C1CCNCC1 (3-(1-phenyl-1H-pyrazol-5-yl)-1-piperidin-4-ylpyridazin-4(1H)-one), C1(=CC=CC=C1)N=C=O (phenyl isocyanate). Run in C1CCOC1 (THF). Run at time 2 hour. The product is O=C1C(=NN(C=C1)C1CCN(CC1)C(=O)NC1=CC=CC=C1)C1=CC=NN1C1=CC=CC=C1 (4-[4-oxo-3-(1-phenyl-1H-pyrazol-5-yl)pyridazin-1(4H)-yl]-N-phenylpiperidine-1-carboxamide). Reaction SMILES: [C:1]1([N:7]2[C:11]([C:12]3[C:17](=[O:18])[CH:16]=[CH:15][N:14]([CH:19]4[CH2:24][CH2:23][NH:22][CH2:21][CH2:20]4)[N:13]=3)=[CH:10][CH:9]=[N:8]2)[CH:6]=[CH:5][CH:4]=[CH:3][CH:2]=1.[C:25]1([N:31]=[C:32]=[O:33])[CH:30]=[CH:29][CH:28]=[CH:27][CH:26]=1>C1COCC1>[O:18]=[C:17]1[CH:16]=[CH:15][N:14]([CH:19]2[CH2:24][CH2:23][N:22]([C:32]([NH:31][C:25]3[CH:30]=[CH:29][CH:28]=[CH:27][CH:26]=3)=[O:33])[CH2:21][CH2:20]2)[N:13]=[C:12]1[C:11]1[N:7]([C:1]2[CH:2]=[CH:3][CH:4]=[CH:5][CH:6]=2)[N:8]=[CH:9][CH:10]=1. Procedure details: To a solution of 3-(1-phenyl-1H-pyrazol-5-yl)-1-piperidin-4-ylpyridazin-4(1H)-one (0.10 g) in THF (10 mL) was added phenyl isocyanate (0.041 mL), and the mixture was stirred at room temperature for 2 hr. The reaction mixture was concentrated under reduced pressure, and the obtained residue was recrystallized from 2-propanol/n-heptane to give the title compound (0.13 g). Starting materials: CC(C)(C)NO, O=Cc1cc(OC(F)(F)F)ccc1O. The product is CC(C)(C)[N+]([O-])=Cc1cc(OC(F)(F)F)ccc1O. As a reaction SMILES: [C:15]([CH3:16])([CH3:17])([CH3:18])[NH:19][OH:20].[OH:1][c:2]1[c:3]([CH:4]=[O:5])[cH:6][c:7]([O:10][C:11]([F:12])([F:13])[F:14])[cH:8][cH:9]1>>[OH:1][c:2]1[c:3]([CH:4]=[N+:19]([C:15]([CH3:16])([CH3:17])[CH3:18])[O-:20])[cH:6][c:7]([O:10][C:11]([F:12])([F:13])[F:14])[cH:8][cH:9]1. Reactants: CC(=O)NC1CCN(c2ccc(C(=O)Nc3cc(-c4ccc(F)cc4)ccc3NC(=O)OC(C)(C)C)cc2)C1, CCOCC, CCOC(C)=O, ClCCl, Cl, C1COCCO1. Product: CC(=O)NC1CCN(c2ccc(C(=O)Nc3cc(-c4ccc(F)cc4)ccc3N)cc2)C1. RXN SMILES: [C:1]([CH3:2])(=[O:3])[NH:4][CH:5]1[CH2:6][N:7]([c:10]2[cH:11][cH:12][c:13]([C:14](=[O:15])[NH:16][c:17]3[cH:18][c:19](-[c:31]4[cH:32][cH:33][c:34]([F:37])[cH:35][cH:36]4)[cH:20][cH:21][c:22]3[NH:23][C:24](=[O:25])[O:26][C:27]([CH3:28])([CH3:29])[CH3:30])[cH:38][cH:39]2)[CH2:8][CH2:9]1.[CH3:50][CH2:51][O:52][CH2:53][CH3:54].[CH3:55][CH2:56][O:57][C:58]([CH3:59])=[O:60].[Cl:41][CH2:42][Cl:43].[ClH:40].[O:44]1[CH2:45][CH2:46][O:47][CH2:48][CH2:49]1>>[C:1]([CH3:2])(=[O:3])[NH:4][CH:5]1[CH2:6][N:7]([c:10]2[cH:11][cH:12][c:13]([C:14](=[O:15])[NH:16][c:17]3[cH:18][c:19](-[c:31]4[cH:32][cH:33][c:34]([F:37])[cH:35][cH:36]4)[cH:20][cH:21][c:22]3[NH2:23])[cH:38][cH:39]2)[CH2:8][CH2:9]1. Reaction SMILES: [Br:1][c:2]1[cH:3][c:4]2[c:9]([cH:10][cH:11]1)[C:8](=[O:12])[NH:7][C:6](=[O:13])[C:5]2=[CH:14][O:15][CH3:16].[CH3:17][N:18]([CH2:19][CH2:20][CH2:21][CH2:22][NH2:23])[CH3:24].[CH3:25][N:26]([CH3:27])[CH:28]=[O:29]>>[Br:1][c:2]1[cH:3][c:4]2[c:9]([cH:10][cH:11]1)[C:8](=[O:12])[NH:7][C:6](=[O:13])[C:5]2=[CH:14][NH:23][CH2:22][CH2:21][CH2:20][CH2:19][N:18]([CH3:17])[CH3:24]. Reactants: COC=C1C(=O)NC(=O)c2ccc(Br)cc21, CN(C)CCCCN, CN(C)C=O. Yields the product CN(C)CCCCNC=C1C(=O)NC(=O)c2ccc(Br)cc21. Reactants: O=C([O-])O, CNCCCCC(=O)OC, CO, ClCCl, Cl, [Na+], On1nnc2cccnc21, O=C(O)CCN1CCC(OC(=O)Nc2ccccc2-c2ccccc2)CC1, Cc1cccc(C)n1. The product is COC(=O)CCCCNCC(=O)CCN1CCC(OC(=O)Nc2ccccc2-c2ccccc2)CC1. RXN SMILES: [C:57](=[O:58])([OH:59])[O-:60].[CH3:2][NH:3][CH2:4][CH2:5][CH2:6][CH2:7][C:8](=[O:9])[O:10][CH3:11].[CH3:65][OH:66].[Cl:62][CH2:63][Cl:64].[ClH:1].[Na+:61].[OH:39][n:40]1[c:41]2[n:42][cH:43][cH:44][cH:45][c:46]2[n:47][n:48]1.[c:12]1(-[c:33]2[cH:34][cH:35][cH:36][cH:37][cH:38]2)[c:13]([NH:18][C:19](=[O:20])[O:21][CH:22]2[CH2:23][CH2:24][N:25]([CH2:28][CH2:29][C:30](=[O:31])[OH:32])[CH2:26][CH2:27]2)[cH:14][cH:15][cH:16][cH:17]1.[n:49]1[c:50]([CH3:51])[cH:52][cH:53][cH:54][c:55]1[CH3:56]>>[CH2:2]([NH:3][CH2:4][CH2:5][CH2:6][CH2:7][C:8](=[O:9])[O:10][CH3:11])[C:30]([CH2:29][CH2:28][N:25]1[CH2:24][CH2:23][CH:22]([O:21][C:19]([NH:18][c:13]2[c:12](-[c:33]3[cH:34][cH:35][cH:36][cH:37][cH:38]3)[cH:17][cH:16][cH:15][cH:14]2)=[O:20])[CH2:27][CH2:26]1)=[O:31].